From a dataset of the Open Reaction Database (ORD), a public repository of structured organic reaction records. describe an organic reaction: reactants, conditions, products, and yield Reactants: CO, O=C(NCc1ccc(Cl)c([N+](=O)[O-])c1Cl)C(F)(F)F. Product: NCc1ccc(Cl)c([N+](=O)[O-])c1Cl. Reaction SMILES: [CH3:20][OH:21].[N+:1](=[O:2])([O-:3])[c:4]1[c:5]([Cl:19])[c:6]([CH2:7][NH:8][C:9](=[O:10])[C:11]([F:12])([F:13])[F:14])[cH:15][cH:16][c:17]1[Cl:18]>>[N+:1](=[O:2])([O-:3])[c:4]1[c:5]([Cl:19])[c:6]([CH2:7][NH2:8])[cH:15][cH:16][c:17]1[Cl:18]. Starting materials: C[O-], CO, CO, COCCO, OCC1CO1, CC(C)O, CC(=O)Nc1c(I)c(C(=O)NCC(O)CO)c(I)c(C(=O)NCC(O)CO)c1I, [Na+]. Product: CC(=O)N(CC(O)CO)c1c(I)c(C(=O)NCC(O)CO)c(I)c(C(=O)NCC(O)CO)c1I. As a reaction SMILES: [CH3:30][O-:31].[CH3:42][OH:43].[CH3:44][OH:45].[CH3:46][O:47][CH2:48][CH2:49][OH:50].[CH:33]1([CH2:34][OH:35])[CH2:36][O:37]1.[CH:38]([OH:39])([CH3:40])[CH3:41].[NH:1]([C:2](=[O:3])[CH3:4])[c:5]1[c:6]([I:29])[c:7]([C:21](=[O:22])[NH:23][CH2:24][CH:25]([CH2:26][OH:27])[OH:28])[c:8]([I:20])[c:9]([C:12](=[O:13])[NH:14][CH2:15][CH:16]([CH2:17][OH:18])[OH:19])[c:10]1[I:11].[Na+:32]>>[N:1]([C:2](=[O:3])[CH3:4])([c:5]1[c:6]([I:29])[c:7]([C:21](=[O:22])[NH:23][CH2:24][CH:25]([CH2:26][OH:27])[OH:28])[c:8]([I:20])[c:9]([C:12](=[O:13])[NH:14][CH2:15][CH:16]([CH2:17][OH:18])[OH:19])[c:10]1[I:11])[CH2:36][CH:33]([CH2:34][OH:35])[OH:37]. Reactants: CCOC(=O)C=CC(=O)Nc1ccc2ncnc(Nc3cccc(Br)c3)c2c1, CCO, Cl, [Na+], [OH-]. Product: O=C(O)C=CC(=O)Nc1ccc2ncnc(Nc3cccc(Br)c3)c2c1. Reaction SMILES: [CH2:3]([CH3:4])[O:5][C:6]([CH:7]=[CH:8][C:9](=[O:10])[NH:11][c:12]1[cH:13][c:14]2[c:15]([NH:22][c:23]3[cH:24][c:25]([Br:29])[cH:26][cH:27][cH:28]3)[n:16][cH:17][n:18][c:19]2[cH:20][cH:21]1)=[O:30].[CH3:32][CH2:33][OH:34].[ClH:31].[Na+:2].[OH-:1]>>[O:5]=[C:6]([CH:7]=[CH:8][C:9](=[O:10])[NH:11][c:12]1[cH:13][c:14]2[c:15]([NH:22][c:23]3[cH:24][c:25]([Br:29])[cH:26][cH:27][cH:28]3)[n:16][cH:17][n:18][c:19]2[cH:20][cH:21]1)[OH:30]. Starting materials: [BH4-].[Na+] (Sodium borohydride), Cl.C1(CC1)CN1[C@H]2[C@@]3([C@@H](CC(C[C@@]3(C=3C=C(C=CC3C2)O)CC1)=O)C)OC (17-cyclopropylmethyl-3-hydroxy-14-methoxy-8α-methylmorphinan-6-one hydrochloride), [OH-].[Na+] (NaOH). Run in CO (methanol), CO (methanol). Reaction conditions: time 4 hour. The product is Cl.C1(CC1)CN1[C@H]2[C@@]3([C@@H](CC(C[C@@]3(C=3C=C(C=CC3C2)O)CC1)O)C)OC (17-cyclopropylmethyl-14-methoxy-8α-methylmorphinan-3,6-diol hydrochloride). As a reaction SMILES: [BH4-].[Na+].[OH-].[Na+].[ClH:5].[CH:6]1([CH2:9][N:10]2[CH2:27][CH2:26][C@@:17]34[C:18]5[CH:19]=[C:20]([OH:25])[CH:21]=[CH:22][C:23]=5[CH2:24][C@@H:11]2[C@:12]3([O:30][CH3:31])[C@H:13]([CH3:29])[CH2:14][C:15](=[O:28])[CH2:16]4)[CH2:8][CH2:7]1>CO>[ClH:5].[CH:6]1([CH2:9][N:10]2[CH2:27][CH2:26][C@@:17]34[C:18]5[CH:19]=[C:20]([OH:25])[CH:21]=[CH:22][C:23]=5[CH2:24][C@@H:11]2[C@:12]3([O:30][CH3:31])[C@H:13]([CH3:29])[CH2:14][CH:15]([OH:28])[CH2:16]4)[CH2:7][CH2:8]1 |f:0.1,2.3,4.5,7.8|. Reported procedure: Sodium borohydride (0.38 g, 10.04 mmol) was added to a 3-necked flask fitted with a dropping funnel and a condensor. Under a nitrogen atmosphere, a solution of 20 mg of NaOH in 10 ml of methanol was added to the flask and the mixture stirred while a solution of 17-cyclopropylmethyl-3-hydroxy-14-methoxy-8α-methylmorphinan-6-one (31) (0.188 g, 0.528 mmol) in 10 ml of methanol was added dropwise. At this point the reaction mixture was stirred for four hrs. whereupon the reaction was quenched by the... The reactants are [OH-].[Na+] (sodium hydroxide), C[C@@]12C(CC[C@H]1[C@@H]1CCC3=CC(CC[C@]3(C)[C@H]1CC2)=O)=O (androst-4-ene-3,17-dione), C1(=CC=CC=C1)S (thiophenol), C=O (formaldehyde). Solvent: CCOCC (ether), C(C)O (ethanol), C(C)N(CC)CC (triethylamine). Yields the product C1(=CC=CC=C1)SCC1=C2CC[C@H]3[C@@H]4CCC([C@@]4(C)CC[C@@H]3[C@]2(CCC1=O)C)=O (4-phenylthiomethylandrost-4-ene-3,17-dione). As a reaction SMILES: [CH3:1][C@:2]12[CH2:19][CH2:18][C@H:17]3[C@@H:7]([CH2:8][CH2:9][C:10]4[C@:15]3([CH3:16])[CH2:14][CH2:13][C:12](=[O:20])[CH:11]=4)[C@@H:6]1[CH2:5][CH2:4][C:3]2=[O:21].[C:22]1([SH:28])[CH:27]=[CH:26][CH:25]=[CH:24][CH:23]=1.[CH2:29]=O.[OH-].[Na+]>CCOCC.C(O)C.C(N(CC)CC)C>[C:22]1([S:28][CH2:29][C:11]2[C:12](=[O:20])[CH2:13][CH2:14][C@@:15]3([CH3:16])[C:10]=2[CH2:9][CH2:8][C@@H:7]2[C@@H:17]3[CH2:18][CH2:19][C@@:2]3([CH3:1])[C@H:6]2[CH2:5][CH2:4][C:3]3=[O:21])[CH:27]=[CH:26][CH:25]=[CH:24][CH:23]=1 |f:3.4|. Procedure: Alternatively, a mixture of androst-4-ene-3,17-dione, thiophenol, 40% aqueous formaldehyde, triethylamine and ethanol was heated under reflux for a period of about 48 hours. The cooled solution was poured onto an aqueous sodium hydroxide solution and the product isolated by ether extraction. The ether extracts were washed with water and dried over magnesium sulfate. The resulting residue was triturated with hexane to remove any condensation by-product derived from the thiophenol and formaldehyde... Starting materials: C(C1=CC=CC=C1)N1CC2C(C1)C(NC2=O)=O (5-benzyl-tetrahydropyrrolo[3,4-c]pyrrole-1,3-dione). The reagents and catalysts are [Pd] (palladium-on-charcoal). Solvent: C(C)O (ethanol). Run at time 16 hour. The product is C1(NC(C2C1CNC2)=O)=O (Perhydropyrrolo[3,4-c]pyrrole-1,3-dione). RXN SMILES: C([N:8]1[CH2:12][CH:11]2[C:13](=[O:17])[NH:14][C:15](=[O:16])[CH:10]2[CH2:9]1)C1C=CC=CC=1>C(O)C.[Pd]>[C:13]1(=[O:17])[CH:11]2[CH2:12][NH:8][CH2:9][CH:10]2[C:15](=[O:16])[NH:14]1. Procedure: A solution 5-benzyl-tetrahydropyrrolo[3,4-c]pyrrole-1,3-dione, (11.5 g; 49.9 mmol) in ethanol (200 ml) is placed in a 1000 ml autoclave and palladium-on-charcoal (5%; 2 g; 0.9 mmol) is then added. After having purged the reactor with nitrogen, the autoclave is placed under 58 bars of hydrogen at 70° C. for 16 hours. After returning to 20° C., filtration and washing of the catalyst, evaporation is carried out under reduced pressure and the solid obtained is then recrystallized from methanol (100 ... Starting materials: COc1cnc2c(Oc3ccc(N)cc3)ccnc2c1, CCOC(C)=O, O=C(O)C(F)(F)F, Clc1nnc(N2CCCCCC2)c2ccccc12. Yields the product COc1cnc2c(Oc3ccc(Nc4nnc(N5CCCCCC5)c5ccccc45)cc3)ccnc2c1. Reaction SMILES: [CH3:1][O:2][c:3]1[cH:4][n:5][c:6]2[c:7]([O:13][c:14]3[cH:15][cH:16][c:17]([NH2:20])[cH:18][cH:19]3)[cH:8][cH:9][n:10][c:11]2[cH:12]1.[CH3:46][CH2:47][O:48][C:49]([CH3:50])=[O:51].[F:39][C:40]([F:41])([F:42])[C:43]([OH:44])=[O:45].[N:21]1([c:28]2[n:29][n:30][c:31]([Cl:38])[c:32]3[cH:33][cH:34][cH:35][cH:36][c:37]23)[CH2:22][CH2:23][CH2:24][CH2:25][CH2:26][CH2:27]1>>[CH3:1][O:2][c:3]1[cH:4][n:5][c:6]2[c:7]([O:13][c:14]3[cH:15][cH:16][c:17]([NH:20][c:31]4[n:30][n:29][c:28]([N:21]5[CH2:22][CH2:23][CH2:24][CH2:25][CH2:26][CH2:27]5)[c:37]5[c:32]4[cH:33][cH:34][cH:35][cH:36]5)[cH:18][cH:19]3)[cH:8][cH:9][n:10][c:11]2[cH:12]1. Reactants: [N+](=O)([O-])C1=C(C=CC=C1)S (2-nitrobenzenethiol), C(C)(=O)O[C@H]1[C@H](SC[C@H]([C@@H]1OC(C)=O)OC(C)=O)Br (2,3,4-tri-O-acetyl-5-thio-α-D-xylopyranosyl bromide), mercuric cyanide, [Hg](C#N)C#N (Hg(CN)2). Yields the product C(C)(=O)O[C@H]1[C@H](SC2=C(C=CC=C2)[N+](=O)[O-])SC[C@H]([C@@H]1OC(C)=O)OC(C)=O (2-nitrophenyl 2,3,4-tri-O-acetyl-1,5-dithio-β-D-xylopyranoside). The yield is 48.0%. Reaction SMILES: [N+:1]([C:4]1[CH:9]=[CH:8][CH:7]=[CH:6][C:5]=1[SH:10])([O-:3])=[O:2].[Hg](C#N)C#N.[C:16]([O:19][C@@H:20]1[C@@H:25]([O:26][C:27](=[O:29])[CH3:28])[C@H:24]([O:30][C:31](=[O:33])[CH3:32])[CH2:23][S:22][C@@H:21]1Br)(=[O:18])[CH3:17]>>[C:16]([O:19][C@@H:20]1[C@@H:25]([O:26][C:27](=[O:29])[CH3:28])[C@H:24]([O:30][C:31](=[O:33])[CH3:32])[CH2:23][S:22][C@H:21]1[S:10][C:5]1[CH:6]=[CH:7][CH:8]=[CH:9][C:4]=1[N+:1]([O-:3])=[O:2])(=[O:18])[CH3:17]. Procedure: If the procedure described in Preparation I is followed starting from 6 g (38.7.10-3 mol) of 2-nitrobenzenethiol, 10.75 g (42.5.10-3 mol) of mercuric cyanide, Hg(CN)2, and 15.12 g (42.10-3 mol) of 2,3,4-tri-O-acetyl-5-thio-α-D-xylopyranosyl bromide, 8 g (yield: 48%) of the expected product are obtained. Reactants: C(=O)([O-])[O-].[K+].[K+] (K2CO3), CC=1NC=CC1 (2-Methyl-1H-pyrrole), CC=1NC=CC1 (2-Methyl-1H-pyrrole), ClC(C(=O)Cl)(Cl)Cl (trichloroacetyl chloride). Solvent: C(C)OCC (diethyl ether), CCOCC (Et2O). Conditions: time 1 hour. Yields the product ClC(C(=O)C=1NC(=CC1)C)(Cl)Cl (2,2,2-Trichloro-1-(5-methyl-1H-pyrrol-2-yl)ethanone). As a reaction SMILES: [CH3:1][C:2]1[NH:3][CH:4]=[CH:5][CH:6]=1.[Cl:7][C:8]([Cl:13])([Cl:12])[C:9](Cl)=[O:10].C([O-])([O-])=O.[K+].[K+]>C(OCC)C>[Cl:7][C:8]([Cl:13])([Cl:12])[C:9]([C:4]1[NH:3][C:2]([CH3:1])=[CH:6][CH:5]=1)=[O:10] |f:2.3.4|. Procedure: 2-Methyl-1H-pyrrole (Intermediate 31, 10 g, 0.123 mmol) in anhydrous diethyl ether (30 ml) was added dropwise over 1 h to a stirred solution of trichloroacetyl chloride (29 g, 0.16 mmol) in anhydrous Et2O (100 ml). The mixture was stirred for a further 1 h then K2CO3 (10 g/30 ml) was added slowly through a dropping funnel. The organic phase was dried over Na2SO4 and treated with decolorizing charcoal (3 g) for 30 min at room temperature. The resulting purple solution was concentrated and tritura... The reactants are ClC1=CC(=C(C=C1)C=1C(=C(SC1C1=C(C=C(C=C1)Cl)C(C)C)C#N)C)C(C)C (4,5-bis(4-chloro-2-isopropylphenyl)-3-methylthiophene-2-carbonitrile), [N-]=[N+]=[N-].[Na+] (sodium azide). Reagents/catalysts: [Br-].[Zn+2].[Br-] (zinc bromide). Reaction conditions: temperature 130 celsius. The product is ClC1=CC(=C(C=C1)C=1C(=C(SC1C1=C(C=C(C=C1)Cl)C(C)C)C1=NN=NN1)C)C(C)C (5-(4,5-Bis(4-chloro-2-isopropylphenyl)-3-methylthiophen-2-yl)-1H-tetrazole). The yield is 91.0%. Reaction SMILES: [Cl:1][C:2]1[CH:7]=[CH:6][C:5]([C:8]2[C:9]([CH3:25])=[C:10]([C:23]#[N:24])[S:11][C:12]=2[C:13]2[CH:18]=[CH:17][C:16]([Cl:19])=[CH:15][C:14]=2[CH:20]([CH3:22])[CH3:21])=[C:4]([CH:26]([CH3:28])[CH3:27])[CH:3]=1.[N-:29]=[N+:30]=[N-:31].[Na+]>[Br-].[Zn+2].[Br-]>[Cl:1][C:2]1[CH:7]=[CH:6][C:5]([C:8]2[C:9]([CH3:25])=[C:10]([C:23]3[NH:31][N:30]=[N:29][N:24]=3)[S:11][C:12]=2[C:13]2[CH:18]=[CH:17][C:16]([Cl:19])=[CH:15][C:14]=2[CH:20]([CH3:22])[CH3:21])=[C:4]([CH:26]([CH3:28])[CH3:27])[CH:3]=1 |f:1.2,3.4.5|. Procedure: A round-bottomed flask was charged with 4,5-bis(4-chloro-2-isopropylphenyl)-3-methylthiophene-2-carbonitrile (190.5 mg, 0.44 mmol), zinc bromide (338 mg, 1.50 mmol) and sodium azide (97.5 mg, 1.50 mmol). After degassed, DMF (3 mL) was added. The reaction mixture was heated to 130° C. and stirred at this temperature until complete. The reaction was cooled to rt and 30 mL of 0.1 N aqueous HCl was added. The reaction mixture was extracted with ethyl acetate. The organic phase was dried over anhydro...